This data is from the Open Reaction Database (ORD), a public repository of structured organic reaction records. The task is: describe an organic reaction: reactants, conditions, products, and yield Reactants: C1COCCO1, COC(=O)c1cnc(N2CCN(CCc3ccccc3)CC2)s1, C[O-], CO, Cl, Cl, NO, [Na+]. The product is O=C(NO)c1cnc(N2CCN(CCc3ccccc3)CC2)s1. RXN SMILES: [CH2:33]1[O:34][CH2:35][CH2:36][O:37][CH2:38]1.[CH3:1][O:2][C:3](=[O:4])[c:5]1[cH:6][n:7][c:8]([N:10]2[CH2:11][CH2:12][N:13]([CH2:16][CH2:17][c:18]3[cH:19][cH:20][cH:21][cH:22][cH:23]3)[CH2:14][CH2:15]2)[s:9]1.[CH3:27][O-:28].[CH3:30][OH:31].[ClH:24].[ClH:32].[NH2:25][OH:26].[Na+:29]>>[O:2]=[C:3]([c:5]1[cH:6][n:7][c:8]([N:10]2[CH2:11][CH2:12][N:13]([CH2:16][CH2:17][c:18]3[cH:19][cH:20][cH:21][cH:22][cH:23]3)[CH2:14][CH2:15]2)[s:9]1)[NH:25][OH:26]. The reactants are C(=O)([O-])[O-].[K+].[K+] (K2CO3), S1C=NC=C1C1=CC=C(C=C1)CN(C[C@@H]([C@H](CC1=CC=CC=C1)NC(C(F)(F)F)=O)O)NC(=O)OC(C)(C)C (1-[4-(thiazol-5-yl)-phenyl]-4(S)-hydroxy-2-(tert-butoxycarbonyl)amino-5(S)-(trifluoroacetyl)amino-6-phenyl-2-azahexane), C(Cl)Cl (Methylene chloride), O (water). Solvent: CO (methanol). Run at temperature 70 celsius, time 15 hour. The product is S1C=NC=C1C1=CC=C(C=C1)CN(C[C@@H]([C@H](CC1=CC=CC=C1)N)O)NC(=O)OC(C)(C)C (1-[4-(Thiazol-5-yl)-phenyl]-4(S)-hydroxy-2-(tert-butoxycarbonyl)amino-5(S)-amino-6-phenyl-2-azahexane). Reaction SMILES: C([O-])([O-])=O.[K+].[K+].[S:7]1[C:11]([C:12]2[CH:17]=[CH:16][C:15]([CH2:18][N:19]([NH:38][C:39]([O:41][C:42]([CH3:45])([CH3:44])[CH3:43])=[O:40])[CH2:20][C@H:21]([OH:37])[C@@H:22]([NH:30]C(=O)C(F)(F)F)[CH2:23][C:24]3[CH:29]=[CH:28][CH:27]=[CH:26][CH:25]=3)=[CH:14][CH:13]=2)=[CH:10][N:9]=[CH:8]1.C(Cl)Cl.O>CO>[S:7]1[C:11]([C:12]2[CH:17]=[CH:16][C:15]([CH2:18][N:19]([NH:38][C:39]([O:41][C:42]([CH3:45])([CH3:44])[CH3:43])=[O:40])[CH2:20][C@H:21]([OH:37])[C@@H:22]([NH2:30])[CH2:23][C:24]3[CH:29]=[CH:28][CH:27]=[CH:26][CH:25]=3)=[CH:14][CH:13]=2)=[CH:10][N:9]=[CH:8]1 |f:0.1.2|. Reported procedure: 100 ml of a 1N K2CO3 solution are added dropwise to a solution of 5.646 g (10.0 mmol) of 1-[4-(thiazol-5-yl)-phenyl]-4(S)-hydroxy-2-(tert-butoxycarbonyl)amino-5(S)-(trifluoroacetyl)amino-6-phenyl-2-azahexane in 100 ml of methanol and the mixture is stirred at 70° C. for 15 hours. Methylene chloride and water are added; the aqueous phase is separated off and extracted 2× with methylene chloride. The organic phases are washed 2× with water, dried (Na2SO4) and concentrated by evaporation, yielding ...